Dataset: the Open Reaction Database (ORD), a public repository of structured organic reaction records. Task: describe an organic reaction: reactants, conditions, products, and yield Reactants: C(=O)C=1C=C2COC3(C2=CC1)CN(C3)C(=O)OC(C)(C)C (tert-butyl 5′-formyl-3′H-spiro[azetidine-3,1-isobenzofuran]-1-carboxylate), CO (methanol), Cl.ON (hydroxyl amine hydrochloride), C(C)(=O)[O-].[Na+] (sodium acetate). Run in O (water), O (water). Run at time 24 hour. The product is ON=CC=1C=C2COC3(C2=CC1)CN(C3)C(=O)OC(C)(C)C (tert-butyl 5′-((hydroxyimino)methyl)-3′H-spiro[azetidine-3,1-isobenzofuran]-1-carboxylate), solid. Yield: 69.6%. As a reaction SMILES: [CH:1]([C:3]1[CH:4]=[C:5]2[C:9](=[CH:10][CH:11]=1)[C:8]1([CH2:14][N:13]([C:15]([O:17][C:18]([CH3:21])([CH3:20])[CH3:19])=[O:16])[CH2:12]1)[O:7][CH2:6]2)=O.CO.Cl.[OH:25][NH2:26].C([O-])(=O)C.[Na+]>O>[OH:25][N:26]=[CH:1][C:3]1[CH:4]=[C:5]2[C:9](=[CH:10][CH:11]=1)[C:8]1([CH2:14][N:13]([C:15]([O:17][C:18]([CH3:21])([CH3:20])[CH3:19])=[O:16])[CH2:12]1)[O:7][CH2:6]2 |f:2.3,4.5|. Procedure details: To a stirred solution of tert-butyl 5′-formyl-3′H-spiro[azetidine-3,1-isobenzofuran]-1-carboxylate (Preparation 42, 1.5 g, 5.184 mmol, 1 eq) in mixture of methanol (20 mL) and water (10 mL) was added hydroxyl amine hydrochloride (0.537 g, 7.777 mmol, 1.5 eq) followed by addition of sodium acetate (0.765 g, 9.332 mmol, 1.8 eq) at room temperature. Resulting reaction mixture was stirred at room temperature for 24 hours. After complete consumption of starting material, reaction mixture was concentr... Reactants: [BH4-], CO, O=Cc1ccccc1-c1cccc2c(-c3c(Cl)cccc3Cl)c(=O)ccn12, [Na+]. The product is O=c1ccn2c(-c3ccccc3CO)cccc2c1-c1c(Cl)cccc1Cl. RXN SMILES: [BH4-:28].[CH3:30][OH:31].[Cl:1][c:2]1[c:3](-[c:9]2[c:10](=[O:27])[cH:11][cH:12][n:13]3[c:14](-[c:19]4[c:20]([CH:21]=[O:22])[cH:23][cH:24][cH:25][cH:26]4)[cH:15][cH:16][cH:17][c:18]23)[c:4]([Cl:8])[cH:5][cH:6][cH:7]1.[Na+:29]>>[Cl:1][c:2]1[c:3](-[c:9]2[c:10](=[O:27])[cH:11][cH:12][n:13]3[c:14](-[c:19]4[c:20]([CH2:21][OH:22])[cH:23][cH:24][cH:25][cH:26]4)[cH:15][cH:16][cH:17][c:18]23)[c:4]([Cl:8])[cH:5][cH:6][cH:7]1. Starting materials: COC1=C2CC(C(C2=C(C=C1OC)C)=O)(C1=CC=CC=C1)C (2,3-dihydro-4,5-dimethoxy-2,7-dimethyl-2-phenyl-1H-inden-1-one), mixture, O (water), Br (hydrobromic acid), Br (hydrogen bromide). The solvent is C(C)(=O)O (acetic acid), C(C)(=O)O (acetic acid). The product is CC1(C(C2=C(C=C(C(=C2C1)O)OC)C)=O)C1=CC=CC=C1 (2,3-dihydro-2,7-dimethyl-4-hydroxy-5-methoxy-2-phenyl-1H-inden-1-one). Reaction SMILES: C[O:2][C:3]1[C:11]([O:12][CH3:13])=[CH:10][C:9]([CH3:14])=[C:8]2[C:4]=1[CH2:5][C:6]([CH3:22])([C:16]1[CH:21]=[CH:20][CH:19]=[CH:18][CH:17]=1)[C:7]2=[O:15].Br.O>C(O)(=O)C>[CH3:22][C:6]1([C:16]2[CH:21]=[CH:20][CH:19]=[CH:18][CH:17]=2)[CH2:5][C:4]2[C:8](=[C:9]([CH3:14])[CH:10]=[C:11]([O:12][CH3:13])[C:3]=2[OH:2])[C:7]1=[O:15]. Procedure details: 141.7 g (0.478 mole) of the 2,3-dihydro-4,5-dimethoxy-2,7-dimethyl-2-phenyl-1H-inden-1-one obtained according to Example 2(d) are boiled under slight reflux for 45 minutes with a mixture of 275 ml of aqueous 48% strength hydrobromic acid, 475 ml of glacial acetic acid and 72 ml of 33% strength hydrogen bromide in glacial acetic acid and then the reaction mixture is poured into 3000 ml of a mixture of ice and water. The product so obtained is extracted twice with ether and the ethereal phases are... Starting materials: Intermediate 93B, ClC=1C(=NN(C1C)C1=C(C(=O)O)C=C(C=C1)C(NS(=O)(=O)C1=CC2=CC=CC=C2C=C1)=O)C(N(CCCC)CCCC)=O (2-(4-chloro-3-(dibutylcarbamoyl)-5-methyl-1H-pyrazol-1-yl)-5-(naphthalen-2-ylsulfonylcarbamoyl)benzoic acid), ClC=1C(=NN(C1C)C1=C(C(=O)O)C=C(C=C1)C(NS(=O)(=O)C1=CC2=CC=CC=C2C=C1)=O)C(N(CCCC)CCCC)=O (2-(4-chloro-3-(dibutylcarbamoyl)-5-methyl-1H-pyrazol-1-yl)-5-(naphthalen-2-ylsulfonylcarbamoyl)benzoic acid), CC1NCCC2=CC=CC=C12 (1-methyl-1,2,3,4-tetrahydroisoquinoline). Yields the product C(CCC)N(C(=O)C1=NN(C(=C1Cl)C)C1=C(C=C(C=C1)C(NS(=O)(=O)C1=CC2=CC=CC=C2C=C1)=O)C(=O)N1C(C2=CC=CC=C2CC1)C)CCCC (N,N-Dibutyl-4-chloro-5-methyl-1-(2-(1-methyl-1,2,3,4-tetrahydroisoquinoline-2-carbonyl)-4-(naphthalen-2-ylsulfonylcarbamoyl)phenyl)-1H-pyrazole-3-carboxamide). The yield is 31.2%. RXN SMILES: [Cl:1][C:2]1[C:3]([C:33](=[O:43])[N:34]([CH2:39][CH2:40][CH2:41][CH3:42])[CH2:35][CH2:36][CH2:37][CH3:38])=[N:4][N:5]([C:8]2[CH:16]=[CH:15][C:14]([C:17](=[O:32])[NH:18][S:19]([C:22]3[CH:31]=[CH:30][C:29]4[C:24](=[CH:25][CH:26]=[CH:27][CH:28]=4)[CH:23]=3)(=[O:21])=[O:20])=[CH:13][C:9]=2[C:10]([OH:12])=O)[C:6]=1[CH3:7].[CH3:44][CH:45]1[C:54]2[C:49](=[CH:50][CH:51]=[CH:52][CH:53]=2)[CH2:48][CH2:47][NH:46]1>>[CH2:39]([N:34]([CH2:35][CH2:36][CH2:37][CH3:38])[C:33]([C:3]1[C:2]([Cl:1])=[C:6]([CH3:7])[N:5]([C:8]2[CH:16]=[CH:15][C:14]([C:17](=[O:32])[NH:18][S:19]([C:22]3[CH:31]=[CH:30][C:29]4[C:24](=[CH:25][CH:26]=[CH:27][CH:28]=4)[CH:23]=3)(=[O:20])=[O:21])=[CH:13][C:9]=2[C:10]([N:46]2[CH2:47][CH2:48][C:49]3[C:54](=[CH:53][CH:52]=[CH:51][CH:50]=3)[CH:45]2[CH3:44])=[O:12])[N:4]=1)=[O:43])[CH2:40][CH2:41][CH3:42]. Reported procedure: Following a procedure analogous to that for the synthesis of Intermediate 93B, 2-(4-chloro-3-(dibutylcarbamoyl)-5-methyl-1H-pyrazol-1-yl)-5-(naphthalen-2-ylsulfonylcarbamoyl)benzoic acid (Intermediate 91F, 32 mg, 0.051 mmol) and 1-methyl-1,2,3,4-tetrahydroisoquinoline (Parkway Scientific, 8 mg, 0.056 mmol) were converted to the title compound (12 mg, 31%) following purification by preparative HPLC. 1H NMR (DMSO-d6, mixture of amide rotamers) δ 8.65 (s, 1H), 8.21 (d, J=8.1 Hz, 2H), 8.16-8.03 (m, ... Yields the product CC(C(=O)O)N1CCNC(C(=O)O)C1. Reaction SMILES: [Cl:10][CH:11]([C:12](=[O:13])[OH:14])[CH3:15].[NH:1]1[CH:2]([C:7](=[O:8])[OH:9])[CH2:3][NH:4][CH2:5][CH2:6]1.[Na+:17].[OH-:16]>>[NH:1]1[CH:2]([C:7](=[O:8])[OH:9])[CH2:3][N:4]([CH:11]([C:12](=[O:13])[OH:14])[CH3:15])[CH2:5][CH2:6]1. Reactants: CC(Cl)C(=O)O, O=C(O)C1CNCCN1, [Na+], [OH-]. Reactants: solution, C(C(=O)Cl)(=O)Cl (oxalyl chloride), C1(CCCC1)CC(C(=O)O)C1=CC=C(C=C1)OC (3-cyclopentyl-2-(4-methoxy-phenyl)-propionic acid), NC=1SC=CN1 (2-aminothiazole), C(C)(C)N(C(C)C)CC (N,N-diisopropylethylamine). Reagents/catalysts: CN(C=O)C (N,N-dimethylformamide). The solvent is C(Cl)Cl (methylene chloride), C(Cl)Cl (methylene chloride), O1CCCC1 (tetrahydrofuran). Conditions: temperature 0 celsius, time 10 minute. Yields the product hexanes ethyl acetate, C1(CCCC1)CC(C(=O)NC=1SC=CN1)C1=CC=C(C=C1)OC (3-cyclopentyl-2-(4-methoxy-phenyl)-N-thiazol-2-yl-propionamide). The yield is 96.5%. RXN SMILES: [CH:1]1([CH2:6][CH:7]([C:11]2[CH:16]=[CH:15][C:14]([O:17][CH3:18])=[CH:13][CH:12]=2)[C:8]([OH:10])=O)[CH2:5][CH2:4][CH2:3][CH2:2]1.C(Cl)(=O)C(Cl)=O.[NH2:25][C:26]1[S:27][CH:28]=[CH:29][N:30]=1.C(N(CC)C(C)C)(C)C>C(Cl)Cl.CN(C)C=O.O1CCCC1>[CH:1]1([CH2:6][CH:7]([C:11]2[CH:16]=[CH:15][C:14]([O:17][CH3:18])=[CH:13][CH:12]=2)[C:8]([NH:25][C:26]2[S:27][CH:28]=[CH:29][N:30]=2)=[O:10])[CH2:2][CH2:3][CH2:4][CH2:5]1. Reported procedure: A solution of 3-cyclopentyl-2-(4-methoxy-phenyl)-propionic acid (500 mg, 2.0 mmol) in methylene chloride (20.1 mL) cooled to 0° C. was treated with a 2.0M solution of oxalyl chloride in methylene chloride (1.1 mL, 2.21 mmol) and a few drops of N,N-dimethylformamide. The reaction mixture was stirred at 0° C. for 10 min then at 25° C. for 30 min. The reaction mixture was then treated with a solution of 2-aminothiazole (444 mg, 4.42 mmol) and N,N-diisopropylethylamine (0.84 mL, 4.83 mmol) in tetrah... The reactants are CC(C)=O, CC(=O)[O-], CN(N)C(=O)OC(C)(C)C, CCOCC, [Na+]. Yields the product CC(C)=NN(C)C(=O)OC(C)(C)C. Reaction SMILES: [CH3:11][C:12]([CH3:13])=[O:14].[CH3:16][C:17](=[O:18])[O-:19].[CH3:1][N:2]([NH2:3])[C:4](=[O:5])[O:6][C:7]([CH3:8])([CH3:9])[CH3:10].[CH3:20][CH2:21][O:22][CH2:23][CH3:24].[Na+:15]>>[CH3:1][N:2]([N:3]=[C:12]([CH3:11])[CH3:13])[C:4](=[O:5])[O:6][C:7]([CH3:8])([CH3:9])[CH3:10].